Dataset: the Open Reaction Database (ORD), a public repository of structured organic reaction records. Task: describe an organic reaction: reactants, conditions, products, and yield Reactants: BrC1=CC=C(C=C1)C1=C(C(=NO1)C)C=CCCC1=CC=CC=C1 (5-(4-bromo-phenyl)-3-methyl-4-(4-phenyl-but-1-enyl)-isoxazole), C(C)OC(CC1(CC1)C1=CC=C(C=C1)B1OC(C(O1)(C)C)(C)C)=O ({1-[4-(4,4,5,5-tetramethyl-[1,3,2]dioxaborolan-2-yl)-phenyl]-cyclopropyl}-acetic acid ethyl ester). The product is C(C)OC(CC1(CC1)C1=CC=C(C=C1)C1=CC=C(C=C1)C1=C(C(=NO1)C)C=CCCC1=CC=CC=C1)=O ((1-{4′-[3-Methyl-4-(4-phenyl-but-1-enyl)-isoxazol-5-yl]-biphenyl-4-yl}-cyclopropyl)-acetic acid ethyl ester). As a reaction SMILES: Br[C:2]1[CH:7]=[CH:6][C:5]([C:8]2[O:12][N:11]=[C:10]([CH3:13])[C:9]=2[CH:14]=[CH:15][CH2:16][CH2:17][C:18]2[CH:23]=[CH:22][CH:21]=[CH:20][CH:19]=2)=[CH:4][CH:3]=1.[CH2:24]([O:26][C:27](=[O:47])[CH2:28][C:29]1([C:32]2[CH:37]=[CH:36][C:35](B3OC(C)(C)C(C)(C)O3)=[CH:34][CH:33]=2)[CH2:31][CH2:30]1)[CH3:25]>>[CH2:24]([O:26][C:27](=[O:47])[CH2:28][C:29]1([C:32]2[CH:37]=[CH:36][C:35]([C:2]3[CH:7]=[CH:6][C:5]([C:8]4[O:12][N:11]=[C:10]([CH3:13])[C:9]=4[CH:14]=[CH:15][CH2:16][CH2:17][C:18]4[CH:23]=[CH:22][CH:21]=[CH:20][CH:19]=4)=[CH:4][CH:3]=3)=[CH:34][CH:33]=2)[CH2:31][CH2:30]1)[CH3:25]. Procedure details: Prepared according to the procedure described in Example 3, Step 5, using 5-(4-bromo-phenyl)-3-methyl-4-(4-phenyl-but-1-enyl)-isoxazole and {1-[4-(4,4,5,5-tetramethyl-[1,3,2]dioxaborolan-2-yl)-phenyl]-cyclopropyl}-acetic acid ethyl ester. Starting materials: COC(CCCCCNC=1C2=C(N=CN1)OC(=C2C2=CC=C(C=C2)OC)Br)=O (6-{[6-bromo-5-(4-methoxyphenyl)furo[2,3-d]pyrimidin-4-yl]amino}hexanoic acid methyl ester), C([O-])([O-])=O.[Na+].[Na+] (sodium carbonate), C(C)C1=C(C=CC=C1)B(O)O ((2-ethylphenyl)boronic acid). The reagents and catalysts are Cl[Pd]([P](C1=CC=CC=C1)(C2=CC=CC=C2)C3=CC=CC=C3)([P](C4=CC=CC=C4)(C5=CC=CC=C5)C6=CC=CC=C6)Cl (bis(triphenylphosphine)palladium(II) chloride). The solvent is CS(=O)C (DMSO). Run at temperature 80 celsius, time 15 hour. The product is COC(CCCCCNC=1C2=C(N=CN1)OC(=C2C2=CC=C(C=C2)OC)C2=C(C=CC=C2)CC)=O (6-{[6-(2-Ethylphenyl)-5-(4-methoxyphenyl)furo[2,3-d]pyrimidin-4-yl]amino}hexanoic acid methyl ester). As a reaction SMILES: C(=O)([O-])[O-].[Na+].[Na+].[CH3:7][O:8][C:9](=[O:34])[CH2:10][CH2:11][CH2:12][CH2:13][CH2:14][NH:15][C:16]1[C:17]2[C:24]([C:25]3[CH:30]=[CH:29][C:28]([O:31][CH3:32])=[CH:27][CH:26]=3)=[C:23](Br)[O:22][C:18]=2[N:19]=[CH:20][N:21]=1.[CH2:35]([C:37]1[CH:42]=[CH:41][CH:40]=[CH:39][C:38]=1B(O)O)[CH3:36]>CS(C)=O.Cl[Pd](Cl)([P](C1C=CC=CC=1)(C1C=CC=CC=1)C1C=CC=CC=1)[P](C1C=CC=CC=1)(C1C=CC=CC=1)C1C=CC=CC=1>[CH3:7][O:8][C:9](=[O:34])[CH2:10][CH2:11][CH2:12][CH2:13][CH2:14][NH:15][C:16]1[C:17]2[C:24]([C:25]3[CH:30]=[CH:29][C:28]([O:31][CH3:32])=[CH:27][CH:26]=3)=[C:23]([C:38]3[CH:39]=[CH:40][CH:41]=[CH:42][C:37]=3[CH2:35][CH3:36])[O:22][C:18]=2[N:19]=[CH:20][N:21]=1 |f:0.1.2,^1:52,71|. Reported procedure: Add 0.50 ml of 2 M aqueous sodium carbonate solution to a mixture of 224 mg (0.50 mmol) 6-{[6-bromo-5-(4-methoxyphenyl)furo[2,3-d]pyrimidin-4-yl]amino}hexanoic acid methyl ester and 18 mg (0.03 mmol) bis(triphenylphosphine)palladium(II) chloride in 11.2 ml DMSO. Next, add 187 mg (1.25 mmol) (2-ethylphenyl)boronic acid and stir the mixture for 15 h at 80° C. Filter the reaction mixture and purify directly by preparative RP-HPLC (gradient: water/acetonitrile). 69 mg (29% of theor.) of the desired ... Starting materials: COC(=O)c1ccccc1S(=O)(=O)N(C)CC#N, CO, C[O-], Cc1ccccc1, [Na+]. The product is CN1C(C#N)=C(O)c2ccccc2S1(=O)=O. Reaction SMILES: [C:1](=[O:2])([O:3][CH3:4])[c:5]1[c:6]([S:11](=[O:12])(=[O:13])[N:14]([CH3:15])[CH2:16][C:17]#[N:18])[cH:7][cH:8][cH:9][cH:10]1.[CH3:19][OH:20].[CH3:21][O-:22].[CH3:24][c:25]1[cH:26][cH:27][cH:28][cH:29][cH:30]1.[Na+:23]>>[C:1]1([OH:2])=[C:16]([C:17]#[N:18])[N:14]([CH3:15])[S:11](=[O:12])(=[O:13])[c:6]2[c:5]1[cH:10][cH:9][cH:8][cH:7]2. Starting materials: 4-[[3-(2-Amino-2-oxoethyl)-1-decyl-2-methyl-1-H-indol-5-yl]oxy]butanois, BrCCCC(=O)OCC (ethyl 4-bromobutyrate), C(CCCCCCCCC)N1C(=C(C2=CC(=CC=C12)O)CC(=O)N)C (1-Decyl-5-hydroxy-2-methyl-1H-indole-3-acetamide), [H-].[Na+] (NaH). Product: C(C)OC(CCCOC=1C=C2C(=C(N(C2=CC1)CCCCCCCCCC)C)CC(=O)N)=O (4-[[3-(2-amino-2-oxoethyl)-1-decyl-2-methyl-1-H-indol-5-yl]oxy]butanoic acid ethyl ester). The yield is 55.0%. Reaction SMILES: [CH2:1]([N:11]1[C:19]2[C:14](=[CH:15][C:16]([OH:20])=[CH:17][CH:18]=2)[C:13]([CH2:21][C:22]([NH2:24])=[O:23])=[C:12]1[CH3:25])[CH2:2][CH2:3][CH2:4][CH2:5][CH2:6][CH2:7][CH2:8][CH2:9][CH3:10].[H-].[Na+].Br[CH2:29][CH2:30][CH2:31][C:32]([O:34][CH2:35][CH3:36])=[O:33]>>[CH2:35]([O:34][C:32](=[O:33])[CH2:31][CH2:30][CH2:29][O:20][C:16]1[CH:15]=[C:14]2[C:19](=[CH:18][CH:17]=1)[N:11]([CH2:1][CH2:2][CH2:3][CH2:4][CH2:5][CH2:6][CH2:7][CH2:8][CH2:9][CH3:10])[C:12]([CH3:25])=[C:13]2[CH2:21][C:22]([NH2:24])=[O:23])[CH3:36] |f:1.2|. Procedure details: [4-[[3-(2-Amino-2-oxoethyl)-1-decyl-2-methyl-1-H-indol-5-yl]oxy]butanois acid ethyl ester. 1-Decyl-5-hydroxy-2-methyl-1H-indole-3-acetamide (310 mg, 3.35 mmol) was reacted with 96 mg (2.4 mmol) of 50% NaH/mineral oil and then 0.32 mL (2.4 mmol) of ethyl 4-bromobutyrate as described in Example 50, Part D to give a product that was chromatographed on silica gel (eluted with 3% MeOH/methylene chloride) to give 590 mg (55% yield) of [4-[[3-(2-amino-2-oxoethyl)-1-decyl-2-methyl-1-H-indol-5-yl]oxy]but... Yields the product O=C1CC(c2cccc(-c3ccnc(C4CC4)c3)c2)=Nc2cc(OCC(F)(F)F)c(C(F)(F)F)cc2N1. Starting materials: CC(C)(C)OC(=O)Nc1cc(OCC(F)(F)F)c(C(F)(F)F)cc1NC(=O)CC(=O)c1cccc(-c2ccnc(C3CC3)c2)c1, ClCCl, O=C(O)C(F)(F)F. RXN SMILES: [C:1]([O:2][C:3](=[O:4])[NH:7][c:8]1[c:9]([NH:24][C:25]([CH2:26][C:27](=[O:5])[c:29]2[cH:30][c:31](-[c:35]3[cH:36][c:37]([CH:41]4[CH2:42][CH2:43]4)[n:38][cH:39][cH:40]3)[cH:32][cH:33][cH:34]2)=[O:44])[cH:10][c:11]([C:20]([F:21])([F:22])[F:23])[c:12]([O:14][CH2:15][C:16]([F:17])([F:18])[F:19])[cH:13]1)([CH3:6])([CH3:28])[CH3:45].[Cl:53][CH2:54][Cl:55].[F:46][C:47]([F:48])([F:49])[C:50]([OH:51])=[O:52]>>[N:7]1=[C:27]([c:29]2[cH:30][c:31](-[c:35]3[cH:36][c:37]([CH:41]4[CH2:42][CH2:43]4)[n:38][cH:39][cH:40]3)[cH:32][cH:33][cH:34]2)[CH2:26][C:25](=[O:44])[NH:24][c:9]2[c:8]1[cH:13][c:12]([O:14][CH2:15][C:16]([F:17])([F:18])[F:19])[c:11]([C:20]([F:21])([F:22])[F:23])[cH:10]2. The reactants are S=C(c1ncc[nH]1)c1ncc[nH]1, CC(C)(C)c1ccccc1Oc1ccccc1N, ClCCl. Product: CC(C)(C)c1ccccc1Oc1ccccc1N=C=S. Reaction SMILES: [C:19](=[S:20])([c:21]1[nH:22][cH:23][cH:24][n:25]1)[c:26]1[nH:27][cH:28][cH:29][n:30]1.[C:1]([CH3:2])([CH3:3])([CH3:4])[c:5]1[c:6]([O:7][c:8]2[c:9]([NH2:14])[cH:10][cH:11][cH:12][cH:13]2)[cH:15][cH:16][cH:17][cH:18]1.[Cl:31][CH2:32][Cl:33]>>[C:1]([CH3:2])([CH3:3])([CH3:4])[c:5]1[c:6]([O:7][c:8]2[c:9]([N:14]=[C:19]=[S:20])[cH:10][cH:11][cH:12][cH:13]2)[cH:15][cH:16][cH:17][cH:18]1. Procedure: According to the method described in Example 31, the 8-acetamino-1,4-benzodioxane-5-carboxylic acid was treated with isobutyl chloroformate and 1-ethyl-2-aminomethylpyrrolidine. N-(1-ethyl-2-pyrrolidylmethyl)-8-acetamino-1,4-benzodioxane-5-carboxamide was obtained. The structure was confirmed by nuclear magnetic resonance analysis. Reaction SMILES: [NH:1]([C:5]1[C:10]2[O:11][CH2:12][CH2:13][O:14][C:9]=2[C:8]([C:15]([OH:17])=O)=[CH:7][CH:6]=1)[C:2]([CH3:4])=[O:3].ClC(OCC(C)C)=O.[CH2:26]([N:28]1[CH2:32][CH2:31][CH2:30][CH:29]1[CH2:33][NH2:34])[CH3:27]>>[CH2:26]([N:28]1[CH2:32][CH2:31][CH2:30][CH:29]1[CH2:33][NH:34][C:15]([C:8]1[C:9]2[O:14][CH2:13][CH2:12][O:11][C:10]=2[C:5]([NH:1][C:2]([CH3:4])=[O:3])=[CH:6][CH:7]=1)=[O:17])[CH3:27]. Yields the product C(C)N1C(CCC1)CNC(=O)C1=CC=C(C=2OCCOC21)NC(=O)C (N-(1-ethyl-2-pyrrolidylmethyl)-8-acetamino-1,4-benzodioxane-5-carboxamide). The reactants are N(C(=O)C)C1=CC=C(C2=C1OCCO2)C(=O)O (8-acetamino-1,4-benzodioxane-5-carboxylic acid), ClC(=O)OCC(C)C (isobutyl chloroformate), C(C)N1C(CCC1)CN (1-ethyl-2-aminomethylpyrrolidine).